This data is from the Open Reaction Database (ORD), a public repository of structured organic reaction records. The task is: describe an organic reaction: reactants, conditions, products, and yield Starting materials: Fc1ccc(CNc2[nH]c(Cl)nc3ncnc2-3)cc1, NC1CCC(N)CC1. The product is NC1CCC(Nc2nc3ncnc-3c(NCc3ccc(F)cc3)[nH]2)CC1. As a reaction SMILES: [Cl:9][c:10]1[nH:11][c:12]([NH:19][CH2:20][c:21]2[cH:22][cH:23][c:24]([F:27])[cH:25][cH:26]2)[c:13]2[n:14][cH:15][n:16][c:17]-2[n:18]1.[NH2:1][CH:2]1[CH2:3][CH2:4][CH:5]([NH2:8])[CH2:6][CH2:7]1>>[NH2:1][CH:2]1[CH2:3][CH2:4][CH:5]([NH:8][c:10]2[nH:11][c:12]([NH:19][CH2:20][c:21]3[cH:22][cH:23][c:24]([F:27])[cH:25][cH:26]3)[c:13]3[n:14][cH:15][n:16][c:17]-3[n:18]2)[CH2:6][CH2:7]1. The reactants are COC(=O)Cc1cccc(CN2CC(C)N(c3nc4ccc(C(F)(F)F)cc4s3)C(C)C2)c1, CO, Cl, [Na+], [OH-]. Yields the product CC1CN(Cc2cccc(CC(=O)O)c2)CC(C)N1c1nc2ccc(C(F)(F)F)cc2s1. RXN SMILES: [CH3:1][O:2][C:3]([CH2:4][c:5]1[cH:6][c:7]([CH2:11][N:12]2[CH2:13][CH:14]([CH3:32])[N:15]([c:19]3[s:20][c:21]4[c:22]([n:23]3)[cH:24][cH:25][c:26]([C:28]([F:29])([F:30])[F:31])[cH:27]4)[CH:16]([CH3:18])[CH2:17]2)[cH:8][cH:9][cH:10]1)=[O:33].[CH3:37][OH:38].[ClH:36].[Na+:35].[OH-:34]>>[O:2]=[C:3]([CH2:4][c:5]1[cH:6][c:7]([CH2:11][N:12]2[CH2:13][CH:14]([CH3:32])[N:15]([c:19]3[s:20][c:21]4[c:22]([n:23]3)[cH:24][cH:25][c:26]([C:28]([F:29])([F:30])[F:31])[cH:27]4)[CH:16]([CH3:18])[CH2:17]2)[cH:8][cH:9][cH:10]1)[OH:33]. The reactants are O=C(Cl)c1ccncc1, CCOC(=N)N1Cc2ccccc2-c2ccccc2C1. Product: CCOC(=NC(=O)c1ccncc1)N1Cc2ccccc2-c2ccccc2C1. Reaction SMILES: [C:21]([c:22]1[cH:23][cH:24][n:25][cH:26][cH:27]1)(=[O:28])[Cl:29].[cH:1]1[cH:2][cH:3][cH:4][c:5]2[c:11]1-[c:10]1[c:9]([cH:15][cH:14][cH:13][cH:12]1)[CH2:8][N:7]([C:16]([O:17][CH2:18][CH3:19])=[NH:20])[CH2:6]2>>[cH:1]1[cH:2][cH:3][cH:4][c:5]2[c:11]1-[c:10]1[c:9]([cH:15][cH:14][cH:13][cH:12]1)[CH2:8][N:7]([C:16]([O:17][CH2:18][CH3:19])=[N:20][C:21]([c:22]1[cH:23][cH:24][n:25][cH:26][cH:27]1)=[O:28])[CH2:6]2. The reactants are OC(CNCCN)C1=NC=CC=C1 (N-[2-hydroxy-2-(2-pyridyl)ethyl]ethylene-diamine), C(=S)=S (carbon disulphide). The solvent is C(CCC)O (n-butanol). Conditions: time 15 minute. Product: OC(CN1C(NCC1)=S)C1=NC=CC=C1 (1-[2-Hydroxy-2-(2-pyridyl)ethyl]imidazolidine-2-thione). The yield is 76.4%. RXN SMILES: [OH:1][CH:2]([C:8]1[CH:13]=[CH:12][CH:11]=[CH:10][N:9]=1)[CH2:3][NH:4][CH2:5][CH2:6][NH2:7].[C:14](=S)=[S:15]>C(O)CCC>[OH:1][CH:2]([C:8]1[CH:13]=[CH:12][CH:11]=[CH:10][N:9]=1)[CH2:3][N:4]1[CH2:5][CH2:6][NH:7][C:14]1=[S:15]. Reported procedure: N-[2-hydroxy-2-(2-pyridyl)ethyl]ethylene-diamine (17 g.) is dissolved in n-butanol (170 cc.) and carbon disulphide (21.4 g.) is added to the solution. During the addition, the temperature rises from 20° to 34° C. The mixture is stirred for 15 minutes and is then heated under reflux for 30 minutes. After concentration under reduced pressure (20 mm.Hg), the residue is taken up in ethyl acetate (100 cc.). The product which crystallises is filtered off and then dried. 1-[2-Hydroxy-2-(2-pyridyl)ethyl... Reactants: C(CC)C1=NC2=C(N1CC1=CC=C(C=C1)C1=C(C=CC=C1)C#N)C=C(C=C2C)C=2N=C1N(CCCC1)C2 (4'-[(2-n-propyl-4-methyl-6-(5,6,7,8-tetrahydro-imidazo[1,2-a]pyridin-2-yl)-benzimidazol-1-yl)-methyl]-2-cyano-biphenyl), [N-]=[N+]=[N-].[Na+] (sodium azide). The solvent is CN(C=O)C (dimethylformamide). Yields the product C(CC)C1=NC2=C(N1CC1=CC=C(C=C1)C1=C(C=CC=C1)C1=NN=NN1)C=C(C=C2C)C=2N=C1N(CCCC1)C2 (4'-[(2-n-Propyl-4-methyl-6-(5,6,7,8-tetrahydro-imidazo-[1,2-a]pyridin-2-yl)-benzimidazol-1-yl)-methyl]-2-(1H-tetrazol-5-yl)-biphenyl). RXN SMILES: [CH2:1]([C:4]1[N:8]([CH2:9][C:10]2[CH:15]=[CH:14][C:13]([C:16]3[CH:21]=[CH:20][CH:19]=[CH:18][C:17]=3[C:22]#[N:23])=[CH:12][CH:11]=2)[C:7]2[CH:24]=[C:25]([C:29]3[N:30]=[C:31]4[CH2:36][CH2:35][CH2:34][CH2:33][N:32]4[CH:37]=3)[CH:26]=[C:27]([CH3:28])[C:6]=2[N:5]=1)[CH2:2][CH3:3].[N-:38]=[N+:39]=[N-:40].[Na+]>CN(C)C=O>[CH2:1]([C:4]1[N:8]([CH2:9][C:10]2[CH:15]=[CH:14][C:13]([C:16]3[CH:21]=[CH:20][CH:19]=[CH:18][C:17]=3[C:22]3[NH:40][N:39]=[N:38][N:23]=3)=[CH:12][CH:11]=2)[C:7]2[CH:24]=[C:25]([C:29]3[N:30]=[C:31]4[CH2:36][CH2:35][CH2:34][CH2:33][N:32]4[CH:37]=3)[CH:26]=[C:27]([CH3:28])[C:6]=2[N:5]=1)[CH2:2][CH3:3] |f:1.2|. Reported procedure: Prepared analogously to Example 10 from 4'-[(2-n-propyl-4-methyl-6-(5,6,7,8-tetrahydro-imidazo[1,2-a]pyridin-2-yl)-benzimidazol-1-yl)-methyl]-2-cyano-biphenyl and sodium azide in dimethylformamide. Reactants: CN(C)C(=O)Cl, Cn1c(CO)nc([N+](=O)[O-])c1C#N, c1ccncc1. Yields the product CN(C)C(=O)OCc1nc([N+](=O)[O-])c(C#N)n1C. As a reaction SMILES: [CH3:14][N:15]([C:16](=[O:17])[Cl:18])[CH3:19].[CH3:1][n:2]1[c:3]([CH2:12][OH:13])[n:4][c:5]([N+:9](=[O:10])[O-:11])[c:6]1[C:7]#[N:8].[cH:20]1[cH:21][cH:22][n:23][cH:24][cH:25]1>>[CH3:1][n:2]1[c:3]([CH2:12][O:13][C:16]([N:15]([CH3:14])[CH3:19])=[O:17])[n:4][c:5]([N+:9](=[O:10])[O-:11])[c:6]1[C:7]#[N:8]. Reactants: C(C)(C)(C)OC(NC1CCC(CC1)NC(C1=CC(=CC(=C1)OCC1=CC(=CC=C1)[N+](=O)[O-])OC1=CC=C(C=C1)C#N)=O)=O ({4-[3-(4-cyano phenoxy)-5-(3-nitro benzyloxy)benzoyl amino]cyclohexyl}carbamic acid tert-butyl ester), [NH4+].[Cl-] (NH4Cl). The reagents and catalysts are [Fe] (iron). Run in C1CCOC1 (THF). The product is C(C)(C)(C)OC(NC1CCC(CC1)NC(C1=CC(=CC(=C1)OC1=CC=C(C=C1)C#N)OCC1=CC(=CC=C1)N)=O)=O ({4-[3-(3-amino benzyloxy)-5-(4-cyano phenoxy)benzoylamino]cyclohexyl}carbamic Acid Tert-butyl Ester). The yield is 66.0%. Reaction SMILES: [C:1]([O:5][C:6](=[O:43])[NH:7][CH:8]1[CH2:13][CH2:12][CH:11]([NH:14][C:15](=[O:42])[C:16]2[CH:21]=[C:20]([O:22][CH2:23][C:24]3[CH:29]=[CH:28][CH:27]=[C:26]([N+:30]([O-])=O)[CH:25]=3)[CH:19]=[C:18]([O:33][C:34]3[CH:39]=[CH:38][C:37]([C:40]#[N:41])=[CH:36][CH:35]=3)[CH:17]=2)[CH2:10][CH2:9]1)([CH3:4])([CH3:3])[CH3:2].[NH4+].[Cl-]>C1COCC1.[Fe]>[C:1]([O:5][C:6](=[O:43])[NH:7][CH:8]1[CH2:13][CH2:12][CH:11]([NH:14][C:15](=[O:42])[C:16]2[CH:17]=[C:18]([O:33][C:34]3[CH:39]=[CH:38][C:37]([C:40]#[N:41])=[CH:36][CH:35]=3)[CH:19]=[C:20]([O:22][CH2:23][C:24]3[CH:29]=[CH:28][CH:27]=[C:26]([NH2:30])[CH:25]=3)[CH:21]=2)[CH2:10][CH2:9]1)([CH3:4])([CH3:2])[CH3:3] |f:1.2|. Procedure details: 1.2 g (2.04 mmol) of {4-[3-(4-cyano phenoxy)-5-(3-nitro benzyloxy)benzoyl amino]cyclohexyl}carbamic acid tert-butyl ester, dissolved in 10 ml of THF, 0.455 g (8.16 mmol) of iron powder and 0.436 g (8.16 mmol) of NH4Cl solution (5 ml water) were mixed. The resulting reaction mixture was refluxed overnight. After completion of reaction, the reaction mixture was filtered through celite, and the filtrate was concentrated under reduced pressure. 100 ml water was added to the concentrated mixture and ...